From a dataset of the Open Reaction Database (ORD), a public repository of structured organic reaction records. describe an organic reaction: reactants, conditions, products, and yield The reactants are CC=1SC(=C(N1)C(=O)N1C(CCCC1)CC=1OC=C(N1)C1=CC=CC=C1)C1=CC=CC=C1 ((RS)-1-(2-Methyl-5-phenyl-thiazol-4-yl)-1-[2-(4-phenyl-oxazol-2-ylmethyl) -piperidin-1-yl]-methanone), BrN1C(CCC1=O)=O (N-bromosuccinimide). Yields the product BrC1=C(N=C(O1)CC1N(CCCC1)C(=O)C=1N=C(SC1C1=CC=CC=C1)C)C1=CC=CC=C1 ((RS)-1-[2-(5-Bromo-4-phenyl-oxazol-2-ylmethyl)-piperidin-1-yl]-1-(2-methyl-5-phenyl-thiazol-4-yl)-methanone). Yield: 69.1%. Reaction SMILES: [CH3:1][C:2]1[S:3][C:4]([C:27]2[CH:32]=[CH:31][CH:30]=[CH:29][CH:28]=2)=[C:5]([C:7]([N:9]2[CH2:14][CH2:13][CH2:12][CH2:11][CH:10]2[CH2:15][C:16]2[O:17][CH:18]=[C:19]([C:21]3[CH:26]=[CH:25][CH:24]=[CH:23][CH:22]=3)[N:20]=2)=[O:8])[N:6]=1.[Br:33]N1C(=O)CCC1=O>>[Br:33][C:18]1[O:17][C:16]([CH2:15][CH:10]2[CH2:11][CH2:12][CH2:13][CH2:14][N:9]2[C:7]([C:5]2[N:6]=[C:2]([CH3:1])[S:3][C:4]=2[C:27]2[CH:32]=[CH:31][CH:30]=[CH:29][CH:28]=2)=[O:8])=[N:20][C:19]=1[C:21]1[CH:22]=[CH:23][CH:24]=[CH:25][CH:26]=1. Procedure: The title compound (0.075 g) was prepared by treating the compound of example 168 (0.093 g) with N-bromosuccinimide (0.037 g) according to the method of example 164. Starting materials: BrB(Br)Br, ClCCl, COc1cccc2c1cc(C)n2Cc1ccccc1-c1ccccc1. Yields the product Cc1cc2c(O)cccc2n1Cc1ccccc1-c1ccccc1. RXN SMILES: [B:26]([Br:27])([Br:28])[Br:29].[Cl:30][CH2:31][Cl:32].[c:1]1(-[c:20]2[cH:21][cH:22][cH:23][cH:24][cH:25]2)[c:2]([CH2:7][n:8]2[c:9]([CH3:19])[cH:10][c:11]3[c:12]([O:17][CH3:18])[cH:13][cH:14][cH:15][c:16]23)[cH:3][cH:4][cH:5][cH:6]1>>[c:1]1(-[c:20]2[cH:21][cH:22][cH:23][cH:24][cH:25]2)[c:2]([CH2:7][n:8]2[c:9]([CH3:19])[cH:10][c:11]3[c:12]([OH:17])[cH:13][cH:14][cH:15][c:16]23)[cH:3][cH:4][cH:5][cH:6]1. The reactants are C(C)(=O)O (Acetic acid), C(C)OC(=O)C=1N(N=C(N1)C)C(C)C (2-isopropyl-5-methyl-2H-[1,2,4]triazole-3-carboxylic acid ethyl ester), BrCBr (dibromomethane), C[Li] (methyllithium). Run in C1CCOC1 (THF), O (water). Conditions: temperature -78 celsius, time 15 minute. Yields the product BrCC(=O)C=1N(N=C(N1)C)C(C)C (2-Bromo-1-(2-isopropyl-5-methyl-2H-[1,2,4]triazol-3-yl)-ethanone). RXN SMILES: C([O:3][C:4]([C:6]1[N:7]([CH:12]([CH3:14])[CH3:13])[N:8]=[C:9]([CH3:11])[N:10]=1)=O)C.[Br:15][CH2:16]Br.C[Li].C(O)(=O)C>C1COCC1.O>[Br:15][CH2:16][C:4]([C:6]1[N:7]([CH:12]([CH3:14])[CH3:13])[N:8]=[C:9]([CH3:11])[N:10]=1)=[O:3]. Reported procedure: To a solution of 2-isopropyl-5-methyl-2H-[1,2,4]triazole-3-carboxylic acid ethyl ester (12.09 g, 61.3 mmol) and dibromomethane (8.63 mL, 122.6 mmol) in THF (500 mL) at −78° C. was added methyllithium (40.9 mL, 122.6 mmol, 3M solution in diethoxymethane) dropwise. The reaction mixture was stirred at −78° C. for 15 min. Acetic acid (3 mL) was added and the reaction mixture allowed to warm to RT. The reaction mixture was diluted with water and extracted with ethyl acetate (3×30 mL). The combined or... Reactants: [Br-], CON(C)C(=O)c1cc(C#N)cc(C(F)(F)F)c1, C[Mg+], Cl, C1CCOC1. Product: CC(=O)c1cc(C#N)cc(C(F)(F)F)c1. Reaction SMILES: [Br-:19].[C:1](#[N:2])[c:3]1[cH:4][c:5]([C:6](=[O:7])[N:8]([O:9][CH3:10])[CH3:11])[cH:12][c:13]([C:15]([F:16])([F:17])[F:18])[cH:14]1.[CH3:20][Mg+:21].[ClH:22].[O:23]1[CH2:24][CH2:25][CH2:26][CH2:27]1>>[C:1](#[N:2])[c:3]1[cH:4][c:5]([C:6](=[O:7])[CH3:20])[cH:12][c:13]([C:15]([F:16])([F:17])[F:18])[cH:14]1. Reactants: BrC=1C=C(C(=O)O)C=CC1 (3-bromobenzoic acid), CO (methanol), N,N'-carbonyldiimidazole, NC1=NC2=NC=CC=C2C=C1C1=C(C=CC=C1)OC (2-amino(2-methoxyphenyl)-1,8-naphthyridine). Solvent: O (water). Reaction conditions: temperature 4 celsius. Yields the product COC1=C(C=CC=C1)C1=CC=C2C=CC(=NC2=N1)NC(C1=CC(=CC=C1)Br)=O (N-[7-(2-Methoxyphenyl)-1,8-naphthyridin-2-yl]-3-bromobenzamide). Reaction SMILES: [Br:1][C:2]1[CH:3]=[C:4]([CH:8]=[CH:9][CH:10]=1)[C:5]([OH:7])=O.[NH2:11][C:12]1[C:21](C2C=CC=CC=2OC)=[CH:20][C:19]2[C:14](=[N:15][CH:16]=[CH:17][CH:18]=2)[N:13]=1.[CH3:30][OH:31]>O>[CH3:30][O:31][C:2]1[CH:3]=[CH:4][CH:8]=[CH:9][C:10]=1[C:16]1[N:15]=[C:14]2[C:19]([CH:20]=[CH:21][C:12]([NH:11][C:5](=[O:7])[C:4]3[CH:8]=[CH:9][CH:10]=[C:2]([Br:1])[CH:3]=3)=[N:13]2)=[CH:18][CH:17]=1. Procedure details: The procedure is analogous to that described in Example 11, but starting with 3-bromobenzoic acid (1.6 g), N,N'-carbonyldiimidazole (1.3 g) and 2-amino(2-methoxyphenyl)-1,8-naphthyridine (1.3 g). The product obtained by precipitation in water (1.5 g) is dissolved in boiling methanol (75 cc). After cooling for 2 hours at 4° C., the crystallized solid is separated by filtration, washed with methanol (3×3 cc) and dried at 35° C. under reduced pressure (0.07 kPa). N-[7-(2-Methoxyphenyl)-1,8-naphthyr... Starting materials: COC(=O)c1cc(CC(CCCSC(c2ccccc2)(c2ccccc2)c2ccccc2)(C(=O)O)C(=O)O)cc(C(C)(C)C)c1, CS(C)=O. Product: COC(=O)c1cc(CC(CCCSC(c2ccccc2)(c2ccccc2)c2ccccc2)C(=O)O)cc(C(C)(C)C)c1. Reaction SMILES: [C:1]([CH3:2])([CH3:3])([CH3:4])[c:5]1[cH:6][c:7]([CH2:8][C:9]([C:10](=[O:11])[OH:12])([C:13]([OH:14])=[O:15])[CH2:16][CH2:17][CH2:18][S:19][C:20]([c:21]2[cH:22][cH:23][cH:24][cH:25][cH:26]2)([c:27]2[cH:28][cH:29][cH:30][cH:31][cH:32]2)[c:33]2[cH:34][cH:35][cH:36][cH:37][cH:38]2)[cH:39][c:40]([C:42](=[O:43])[O:44][CH3:45])[cH:41]1.[CH3:46][S:47]([CH3:48])=[O:49]>>[C:1]([CH3:2])([CH3:3])([CH3:4])[c:5]1[cH:6][c:7]([CH2:8][CH:9]([C:10](=[O:11])[OH:12])[CH2:16][CH2:17][CH2:18][S:19][C:20]([c:21]2[cH:22][cH:23][cH:24][cH:25][cH:26]2)([c:27]2[cH:28][cH:29][cH:30][cH:31][cH:32]2)[c:33]2[cH:34][cH:35][cH:36][cH:37][cH:38]2)[cH:39][c:40]([C:42](=[O:43])[O:44][CH3:45])[cH:41]1. Reactants: COC=1C=C2CCNC(C2=CC1OC)=O (6,7-dimethoxy-1-oxo-1,2,3,4-tetrahydro-isoquinoline), COC=1C=C(C=CC1OC)CCN1CC(CCCC1)CCl (N-[2-(3,4-dimethoxy-phenyl)-ethyl]-3-chloromethyl-hexahydroazepine). Product: Cl.COC=1C=C(C=CC1OC)CCN1CC(CCCC1)CN1C(C2=CC(=C(C=C2CC1)OC)OC)=O (2-[(N-(2-(3,4-Dimethoxy-phenyl)-ethyl)-hexahydro-azepin-3-yl)-methyl]-6,7-dimethoxy-1-oxo-1,2,3,4-tetrahydro-isoquinolinehydrochloride). RXN SMILES: [CH3:1][O:2][C:3]1[CH:4]=[C:5]2[C:10](=[CH:11][C:12]=1[O:13][CH3:14])[C:9](=[O:15])[NH:8][CH2:7][CH2:6]2.[CH3:16][O:17][C:18]1[CH:19]=[C:20]([CH2:26][CH2:27][N:28]2[CH2:34][CH2:33][CH2:32][CH2:31][CH:30]([CH2:35][Cl:36])[CH2:29]2)[CH:21]=[CH:22][C:23]=1[O:24][CH3:25]>>[ClH:36].[CH3:16][O:17][C:18]1[CH:19]=[C:20]([CH2:26][CH2:27][N:28]2[CH2:34][CH2:33][CH2:32][CH2:31][CH:30]([CH2:35][N:8]3[CH2:7][CH2:6][C:5]4[C:10](=[CH:11][C:12]([O:13][CH3:14])=[C:3]([O:2][CH3:1])[CH:4]=4)[C:9]3=[O:15])[CH2:29]2)[CH:21]=[CH:22][C:23]=1[O:24][CH3:25] |f:2.3|. Procedure: Prepared from 6,7-dimethoxy-1-oxo-1,2,3,4-tetrahydro-isoquinoline and N-[2-(3,4-dimethoxy-phenyl)-ethyl]-3-chloromethyl-hexahydroazepine analogously to Example 2. Starting materials: CCOC(=O)C(C)=Cc1cc(OC)c(OC)cc1[N+](=O)[O-], CC(=O)O, [Fe], O. RXN SMILES: [CH2:5]([CH3:6])[O:7][C:8]([C:9](=[CH:10][c:11]1[c:12]([N+:21]([O-:22])=[O:23])[cH:13][c:14]([O:19][CH3:20])[c:15]([O:17][CH3:18])[cH:16]1)[CH3:24])=[O:25].[CH3:1][C:2](=[O:3])[OH:4].[Fe:26].[OH2:27]>>[CH2:5]([CH3:6])[O:7][C:8]([C:9](=[CH:10][c:11]1[c:12]([NH2:21])[cH:13][c:14]([O:19][CH3:20])[c:15]([O:17][CH3:18])[cH:16]1)[CH3:24])=[O:25]. Yields the product CCOC(=O)C(C)=Cc1cc(OC)c(OC)cc1N.